From a dataset of the Open Reaction Database (ORD), a public repository of structured organic reaction records. describe an organic reaction: reactants, conditions, products, and yield The reactants are CO, C[Si](C)(C)Cl, O=C(O)CSc1ccccc1. Yields the product COC(=O)CSc1ccccc1. Reaction SMILES: [CH3:17][OH:18].[Cl:12][Si:13]([CH3:14])([CH3:15])[CH3:16].[c:1]1([S:7][CH2:8][C:9](=[O:10])[OH:11])[cH:2][cH:3][cH:4][cH:5][cH:6]1>>[c:1]1([S:7][CH2:8][C:9](=[O:10])[O:11][CH3:14])[cH:2][cH:3][cH:4][cH:5][cH:6]1. Reported procedure: 0.8 g of 5-amino-4-chloro-1-{2-fluoro-4-methyl-5-(2,2,2-trifluoroethylthio)phenyl}-3-(1,1,2,3,3,3-hexafluoropropoxy)pyrazole was dissolved in 20 mL of acetic anhydride. After stirring for 3 hours under reflux with heating, acetic anhydride was distilled off under reduced pressure, the obtained residue was dissolved in 20 mL of tetrahydrofuran, and 20 mL of a 25 mass % ammonia water was added under cooling with ice. After stirring for one hour under cooling with ice, the solvent was distilled off... RXN SMILES: [NH2:1][C:2]1[N:6]([C:7]2[CH:12]=[C:11]([S:13][CH2:14][C:15]([F:18])([F:17])[F:16])[C:10]([CH3:19])=[CH:9][C:8]=2[F:20])[N:5]=[C:4]([O:21][C:22]([F:30])([F:29])[CH:23]([F:28])[C:24]([F:27])([F:26])[F:25])[C:3]=1[Cl:31].[C:32](OC(=O)C)(=O)C>>[Cl:31][C:3]1[C:4]([O:21][C:22]([F:29])([F:30])[CH:23]([F:28])[C:24]([F:25])([F:26])[F:27])=[N:5][N:6]([C:7]2[CH:12]=[C:11]([S:13][CH2:14][C:15]([F:16])([F:18])[F:17])[C:10]([CH3:19])=[CH:9][C:8]=2[F:20])[C:2]=1[NH:1][CH3:32]. The reactants are NC1=C(C(=NN1C1=C(C=C(C(=C1)SCC(F)(F)F)C)F)OC(C(C(F)(F)F)F)(F)F)Cl (5-amino-4-chloro-1-{2-fluoro-4-methyl-5-(2,2,2-trifluoroethylthio)phenyl}-3-(1,1,2,3,3,3-hexafluoropropoxy)pyrazole), C(C)(=O)OC(C)=O (acetic anhydride). Run at time 3 hour. Product: ClC=1C(=NN(C1NC)C1=C(C=C(C(=C1)SCC(F)(F)F)C)F)OC(C(C(F)(F)F)F)(F)F (4-chloro-1-{2-fluoro-4-methyl-5-(2,2,2-trifluoroethylthio)phenyl}-3-(1,1,2,3,3,3-hexafluoropropoxy)-5-methylaminopyrazole). Reactants: C(C)(C)(C)C1=C(C=C(C=C1)NC(C1=C(N=CC=C1)NC1=CC=C2C=NNC2=C1)=O)NCCO (N-[4-tert-butyl-3-(2-hydroxy-ethylamino)-phenyl]-2-(1H-indazol-6-ylamino)-nicotinamide), C(Br)(Br)(Br)Br (CBr4), C1(=CC=CC=C1)P(C1=CC=CC=C1)C(C)(C)P(C1=CC=CC=C1)C1=CC=CC=C1 (bis(diphenylphosphino)-propane). Run in C(Cl)Cl (CH2Cl2). Reaction conditions: time 3 hour. The product is BrCCNC=1C=C(C=CC1C(C)(C)C)NC(C1=C(N=CC=C1)NC1=CC=C2C=NNC2=C1)=O (N-[3-(2-Bromo-ethylamino)-4-tert-butyl-phenyl]-2-(1H-indazol-6-ylamino)-nicotinamide). As a reaction SMILES: [C:1]([C:5]1[CH:10]=[CH:9][C:8]([NH:11][C:12](=[O:29])[C:13]2[CH:18]=[CH:17][CH:16]=[N:15][C:14]=2[NH:19][C:20]2[CH:28]=[C:27]3[C:23]([CH:24]=[N:25][NH:26]3)=[CH:22][CH:21]=2)=[CH:7][C:6]=1[NH:30][CH2:31][CH2:32]O)([CH3:4])([CH3:3])[CH3:2].C(Br)(Br)(Br)[Br:35].C1(P(C(P(C2C=CC=CC=2)C2C=CC=CC=2)(C)C)C2C=CC=CC=2)C=CC=CC=1>C(Cl)Cl>[Br:35][CH2:32][CH2:31][NH:30][C:6]1[CH:7]=[C:8]([NH:11][C:12](=[O:29])[C:13]2[CH:18]=[CH:17][CH:16]=[N:15][C:14]=2[NH:19][C:20]2[CH:28]=[C:27]3[C:23]([CH:24]=[N:25][NH:26]3)=[CH:22][CH:21]=2)[CH:9]=[CH:10][C:5]=1[C:1]([CH3:2])([CH3:3])[CH3:4]. Reported procedure: The title compound was prepared from N-[4-tert-butyl-3-(2-hydroxy-ethylamino)-phenyl]-2-(1H-indazol-6-ylamino)-nicotinamide by dissolving in CH2Cl2 (5 ml) and adding CBr4 (215 mg) and bis(diphenylphosphino)-propane (270 mg). The reaction was stirred at RT for 3 h then worked up with partitioning between H2O and CH2Cl2. The aqueous layer was extracted with CH2Cl2 (3×) and the combined organic fractions were washed with H2O, brine and dried (MgSO4). The crude material was purified by flash chromat... Starting materials: CCOC(C)=O, O, CCC(O)(CC)c1cccc2nc(Cc3c(C)cc(C)cc3C)n(C)c12, Cc1ccc(S(=O)(=O)O)cc1, Cc1ccccc1C. Reaction SMILES: [CH3:47][CH2:48][O:49][C:50](=[O:51])[CH3:52].[OH2:27].[c:1]1([CH3:26])[c:2]([CH2:9][c:10]2[n:11][c:12]3[c:13]([n:14]2[CH3:15])[c:16]([C:20]([CH2:21][CH3:22])([CH2:23][CH3:24])[OH:25])[cH:17][cH:18][cH:19]3)[c:3]([CH3:8])[cH:4][c:5]([CH3:7])[cH:6]1.[c:28]1([CH3:29])[cH:30][cH:31][c:32]([S:33]([OH:34])(=[O:35])=[O:36])[cH:37][cH:38]1.[c:39]1([CH3:40])[c:41]([CH3:42])[cH:43][cH:44][cH:45][cH:46]1>>[c:1]1([CH3:26])[c:2]([CH2:9][c:10]2[n:11][c:12]3[c:13]([n:14]2[CH3:15])[c:16]([C:20](=[CH:21][CH3:22])[CH2:23][CH3:24])[cH:17][cH:18][cH:19]3)[c:3]([CH3:8])[cH:4][c:5]([CH3:7])[cH:6]1. Yields the product CC=C(CC)c1cccc2nc(Cc3c(C)cc(C)cc3C)n(C)c12. The reactants are C(C)C(CC)OC1=CC(=NC(=C1C(=O)O)NC1=C(C=C(C=C1C)Cl)C)C (4-(1-ethyl-propoxy)-6-methyl-2-(4-chloro-2,6-dimethyl-phenylamino)nicotinic acid), CSC (DMS). Run in C1CCOC1 (THF). Conditions: time 30 minute. The product is ClC1=CC(=C(C(=C1)C)NC1=NC(=CC(=C1CO)OC(CC)CC)C)C ([2-(4-chloro-2,6-dimethyl-phenylamino)-4-(1-ethyl-propoxy)-6-methyl-pyridin-3-yl]-methanol). Reaction SMILES: [CH2:1]([CH:3]([O:6][C:7]1[C:12]([C:13](O)=[O:14])=[C:11]([NH:16][C:17]2[C:22]([CH3:23])=[CH:21][C:20]([Cl:24])=[CH:19][C:18]=2[CH3:25])[N:10]=[C:9]([CH3:26])[CH:8]=1)[CH2:4][CH3:5])[CH3:2].CSC>C1COCC1>[Cl:24][C:20]1[CH:19]=[C:18]([CH3:25])[C:17]([NH:16][C:11]2[C:12]([CH2:13][OH:14])=[C:7]([O:6][CH:3]([CH2:1][CH3:2])[CH2:4][CH3:5])[CH:8]=[C:9]([CH3:26])[N:10]=2)=[C:22]([CH3:23])[CH:21]=1. Procedure details: To a solution of 4-(1-ethyl-propoxy)-6-methyl-2-(4-chloro-2,6-dimethyl-phenylamino)nicotinic acid in dry THF was added BH3.DMS. The resulting mixture was heated at reflux overnight. The mixture was quenched with dilute HCl and stirred for 30 minutes, adjusted pH to 7.5-8.5, then extracted with ethyl acetate. The organic layer was separated, dried and concentrated to give a brown oil. After silica gel column chromatography, the title compound was obtained as a green oil. 1H NMR(CDCl3) d 7.02(s,2H... Procedure: The title compound, a colorless glass, is prepared from 2-chloro-4,6-bis[N-(1-octyloxy-2,2,6,6-tetramethylpiperidin-4-yl)butylamino]-1,3,5-triazine and sodium 6-aminohexanoate according to the procedure of Example 15. The product is C(CCCCCCC)ON1C(CC(CC1(C)C)CCCCNC1=NC(=NC(=N1)NCCCCC1CC(N(C(C1)(C)C)OCCCCCCCC)(C)C)NCCCCCC(=O)O)(C)C (N-{4,6-Bis[(1-octyloxy-2,2,6,6-tetramethylpiperidin-4-yl)butylamino]-1,3,5-triazin-2-yl}-6-aminohexanoic acid). The reactants are ClC1=NC(=NC(=N1)NCCCCC1CC(N(C(C1)(C)C)OCCCCCCCC)(C)C)NCCCCC1CC(N(C(C1)(C)C)OCCCCCCCC)(C)C (2-chloro-4,6-bis[N-(1-octyloxy-2,2,6,6-tetramethylpiperidin-4-yl)butylamino]-1,3,5-triazine), NCCCCCC(=O)[O-].[Na+] (sodium 6-aminohexanoate). As a reaction SMILES: Cl[C:2]1[N:7]=[C:6]([NH:8][CH2:9][CH2:10][CH2:11][CH2:12][CH:13]2[CH2:18][C:17]([CH3:20])([CH3:19])[N:16]([O:21][CH2:22][CH2:23][CH2:24][CH2:25][CH2:26][CH2:27][CH2:28][CH3:29])[C:15]([CH3:31])([CH3:30])[CH2:14]2)[N:5]=[C:4]([NH:32][CH2:33][CH2:34][CH2:35][CH2:36][CH:37]2[CH2:42][C:41]([CH3:44])([CH3:43])[N:40]([O:45][CH2:46][CH2:47][CH2:48][CH2:49][CH2:50][CH2:51][CH2:52][CH3:53])[C:39]([CH3:55])([CH3:54])[CH2:38]2)[N:3]=1.[NH2:56][CH2:57][CH2:58][CH2:59][CH2:60][CH2:61][C:62]([O-:64])=[O:63].[Na+]>>[CH2:22]([O:21][N:16]1[C:17]([CH3:20])([CH3:19])[CH2:18][CH:13]([CH2:12][CH2:11][CH2:10][CH2:9][NH:8][C:6]2[N:5]=[C:4]([NH:32][CH2:33][CH2:34][CH2:35][CH2:36][CH:37]3[CH2:42][C:41]([CH3:43])([CH3:44])[N:40]([O:45][CH2:46][CH2:47][CH2:48][CH2:49][CH2:50][CH2:51][CH2:52][CH3:53])[C:39]([CH3:54])([CH3:55])[CH2:38]3)[N:3]=[C:2]([NH:56][CH2:57][CH2:58][CH2:59][CH2:60][CH2:61][C:62]([OH:64])=[O:63])[N:7]=2)[CH2:14][C:15]1([CH3:30])[CH3:31])[CH2:23][CH2:24][CH2:25][CH2:26][CH2:27][CH2:28][CH3:29] |f:1.2|. Starting materials: CC(C(C)=O)C (3-methyl-2-butanone), CC(C#C/C=C/CN(C)CC1=CC(=CC=C1)Br)(C)C (trans-N-(6,6-Dimethyl-2-hepten-4-ynyl)-N-methyl-(3-bromobenzyl)amine), C(CCC)[Li] (n-butyl lithium), CCCCCC (n-hexane), [Cl-].[NH4+] (ammonium chloride). The solvent is O (Water), O1CCCC1 (tetrahydrofuran), O1CCCC1 (tetrahydrofuran). Conditions: temperature -75 celsius, time 2.5 hour. The product is CC(C#C/C=C/CN(C)CC=1C=C(C=CC1)C(C)(C(C)C)O)(C)C (trans-2-[3-{N-(6,6-Dimethyl-2-hepten-4-ynyl)-N-methylaminomethyl}phenyl]-3-methyl-2-butanol). Isolated yield 47.2%. As a reaction SMILES: [CH3:1][C:2]([CH3:19])([CH3:18])[C:3]#[C:4]/[CH:5]=[CH:6]/[CH2:7][N:8]([CH2:10][C:11]1[CH:16]=[CH:15][CH:14]=[C:13](Br)[CH:12]=1)[CH3:9].C([Li])CCC.CCCCCC.[CH3:31][CH:32]([CH3:36])[C:33](=[O:35])[CH3:34].[Cl-].[NH4+]>O1CCCC1.O>[CH3:1][C:2]([CH3:19])([CH3:18])[C:3]#[C:4]/[CH:5]=[CH:6]/[CH2:7][N:8]([CH2:10][C:11]1[CH:12]=[C:13]([C:33]([OH:35])([CH:32]([CH3:36])[CH3:31])[CH3:34])[CH:14]=[CH:15][CH:16]=1)[CH3:9] |f:4.5|. Procedure details: Compound 7 (1.59 g; 4.96 mmol) was dissolved in tetrahydrofuran (25 ml). While the solution was stirred at −75° C. under nitrogen atmosphere, n-butyl lithium in n-hexane (1.56 M: 3.2 ml; 4.99 mmol) was added dropwise. The mixture was stirred for 10 minutes, and 3-methyl-2-butanone (2.00 g) in tetrahydrofuran (5 ml) was added dropwise thereto. The mixture was brought to room temperature over 2.5 hours, and saturated aqueous ammonium chloride solution was added dropwise thereto. Water (100 ml) was... Procedure: The title compound was prepared in analogy to the procedures described in Example 14 but using 8-(2,6-difluoro-3,5-dimethoxy-phenyl)-quinoxaline-5-carboxylic acid ethyl ester (Step 124.1), Raney nickel and MeOH/THF (1:1) instead of palladium on carbon and MeOH in Step 14.2, dimethyl-(2-nitro-1H-imidazol-4-ylmethyl)-amine (Step 22.1) instead of 2-nitroimidazole in Step 14.3. The title compound: ESI-MS: 469.1 [M+H]+; tR=3.15 min (System 1); TLC: Rf=0.22 (DCM/MeOH/NH3aq, 91.5:7.5:1). Starting materials: C(C)OC(=O)C=1C=2N=CC=NC2C(=CC1)C1=C(C(=CC(=C1F)OC)OC)F (8-(2,6-difluoro-3,5-dimethoxy-phenyl)-quinoxaline-5-carboxylic acid ethyl ester), CN(CC=1N=C(NC1)[N+](=O)[O-])C (dimethyl-(2-nitro-1H-imidazol-4-ylmethyl)-amine), CO.C1CCOC1 (MeOH THF), CO (MeOH). Product: CN(C)CC=1N=C(NC1)NC(=O)C=1C=2N=CC=NC2C(=CC1)C1=C(C(=CC(=C1F)OC)OC)F (8-(2,6-Difluoro-3,5-dimethoxy-phenyl)-quinoxaline-5-carboxylic acid (4-dimethylaminomethyl-1H-imidazol-2-yl)-amide). Reagents/catalysts: [Ni] (Raney nickel). Solvent: C(Cl)Cl.CO (DCM MeOH). Reaction SMILES: C(O[C:4]([C:6]1[C:7]2[N:8]=[CH:9][CH:10]=[N:11][C:12]=2[C:13]([C:16]2[C:21]([F:22])=[C:20]([O:23][CH3:24])[CH:19]=[C:18]([O:25][CH3:26])[C:17]=2[F:27])=[CH:14][CH:15]=1)=[O:5])C.CO.C1COCC1.CO.[CH3:37][N:38]([CH3:48])[CH2:39][C:40]1[N:41]=[C:42]([N+:45]([O-])=O)[NH:43][CH:44]=1>[Ni].C(Cl)Cl.CO>[CH3:37][N:38]([CH2:39][C:40]1[N:41]=[C:42]([NH:45][C:4]([C:6]2[C:7]3[N:8]=[CH:9][CH:10]=[N:11][C:12]=3[C:13]([C:16]3[C:17]([F:27])=[C:18]([O:25][CH3:26])[CH:19]=[C:20]([O:23][CH3:24])[C:21]=3[F:22])=[CH:14][CH:15]=2)=[O:5])[NH:43][CH:44]=1)[CH3:48] |f:1.2,6.7|. Starting materials: CCCCCCCCCCCCCCc1ccc(O)cc1, CC1(C)OCC(COS(C)(=O)=O)O1, CN(C)C=O, [H-], [Na+]. Yields the product CCCCCCCCCCCCCCc1ccc(OCC2COC(C)(C)O2)cc1. RXN SMILES: [CH2:3]([CH2:4][CH2:5][CH2:6][CH2:7][CH2:8][CH2:9][CH2:10][CH2:11][CH2:12][CH2:13][CH2:14][CH2:15][CH3:16])[c:17]1[cH:18][cH:19][c:20]([OH:23])[cH:21][cH:22]1.[CH3:24][C:25]1([CH3:36])[O:26][CH2:27][CH:28]([CH2:30][O:31][S:32]([CH3:33])(=[O:34])=[O:35])[O:29]1.[CH3:37][N:38]([CH3:39])[CH:40]=[O:41].[H-:1].[Na+:2]>>[CH2:3]([CH2:4][CH2:5][CH2:6][CH2:7][CH2:8][CH2:9][CH2:10][CH2:11][CH2:12][CH2:13][CH2:14][CH2:15][CH3:16])[c:17]1[cH:18][cH:19][c:20]([O:23][CH2:30][CH:28]2[CH2:27][O:26][C:25]([CH3:24])([CH3:36])[O:29]2)[cH:21][cH:22]1.